The task is: describe an organic reaction: reactants, conditions, products, and yield. This data is from the Open Reaction Database (ORD), a public repository of structured organic reaction records. The reactants are ClC=1C=CC(=NC1)NC(=O)C=1OC2=C(C1NC(=O)[C@@H]1CC[C@H](CC1)C(=O)N(C)C)C=C(C=C2)C(=O)OC (Methyl 2-{[(5-chloropyridin-2-yl)amino]-carbonyl}-3-[({trans-4-[(dimethylamino)carbonyl]-cyclohexyl}carbonyl)amino]benzofuran-5-carboxylate), [OH-].[Na+] (sodium hydroxide). Run in O (water), O1C(CCC1)CO (tetrahydrofuran-methanol). Conditions: time 18 hour. Yields the product ClC=1C=CC(=NC1)NC(=O)C=1OC2=C(C1NC(=O)[C@@H]1CC[C@H](CC1)C(=O)N(C)C)C=C(C=C2)C(=O)O (2-{[(5-Chloropyridin-2-yl)amino]carbonyl}-3-[({trans-4-[(dimethylamino)carbonyl]cyclohexyl}carbonyl)-amino]benzofuran-5-carboxylic acid). Yield: 93.6%. Reaction SMILES: [Cl:1][C:2]1[CH:3]=[CH:4][C:5]([NH:8][C:9]([C:11]2[O:12][C:13]3[CH:33]=[CH:32][C:31]([C:34]([O:36]C)=[O:35])=[CH:30][C:14]=3[C:15]=2[NH:16][C:17]([C@H:19]2[CH2:24][CH2:23][C@H:22]([C:25]([N:27]([CH3:29])[CH3:28])=[O:26])[CH2:21][CH2:20]2)=[O:18])=[O:10])=[N:6][CH:7]=1.[OH-].[Na+]>O1CCCC1CO.O>[Cl:1][C:2]1[CH:3]=[CH:4][C:5]([NH:8][C:9]([C:11]2[O:12][C:13]3[CH:33]=[CH:32][C:31]([C:34]([OH:36])=[O:35])=[CH:30][C:14]=3[C:15]=2[NH:16][C:17]([C@H:19]2[CH2:24][CH2:23][C@H:22]([C:25]([N:27]([CH3:29])[CH3:28])=[O:26])[CH2:21][CH2:20]2)=[O:18])=[O:10])=[N:6][CH:7]=1 |f:1.2|. Procedure details: Methyl 2-{[(5-chloropyridin-2-yl)amino]carbonyl}-3-[({trans-4-[(dimethylamino)carbonyl]cyclohexyl}carbonyl)-amino]benzofuran-5-carboxylate (1.35 g) obtained in Example 1 is suspended in tetrahydrofuran-methanol (4:1) (20 ml). After adding a solution of sodium hydroxide (205 mg) in water (5 ml), the mixture is warmed to room temperature and stirred for 18 hours. The reaction solution is concentrated under reduced pressure, thereto poured ice-water, and the mixture is acidified by addition of 10% ... Starting materials: Cl.C(C)OC(CCN)=O (beta-alanine ethyl ester hydrochloride), C1(CCC1)=O (cyclobutanone), C(C)(=O)[O-].[Na+] (sodium acetate), C(C)(=O)O[BH-](OC(C)=O)OC(C)=O.[Na+] (sodium triacetoxyborohydride). Run in ClCCl (dichloromethane). Run at time 24 hour. The product is C(C)OC(CCNC1CCC1)=O (3-cyclobutylamino-propanoic acid ethyl ester). The yield is 18.3%. Reaction SMILES: Cl.[CH2:2]([O:4][C:5](=[O:9])[CH2:6][CH2:7][NH2:8])[CH3:3].[C:10]1(=O)[CH2:13][CH2:12][CH2:11]1.C([O-])(=O)C.[Na+].C(O[BH-](OC(=O)C)OC(=O)C)(=O)C.[Na+]>ClCCl>[CH2:2]([O:4][C:5](=[O:9])[CH2:6][CH2:7][NH:8][CH:10]1[CH2:13][CH2:12][CH2:11]1)[CH3:3] |f:0.1,3.4,5.6|. Procedure details: To a solution of 10.4 g (0.067 mole) of beta-alanine ethyl ester hydrochloride and 5.0 g (0.071 mole) of cyclobutanone in 200 mL of dichloromethane was added 6.1 g (0.074 mole) of sodium acetate and 21.5 g (0.101 mole) of sodium triacetoxyborohydride. The mixture was stirred at room temperature for 24 hours and then quenched by the addition of 200 mL of aqueous sodium bicarbonate. After 20 minutes, the organic layer was separated and the aqueous layer was extracted with twice with 50 mL of dichl... The reactants are C(#N)C1(CCOCC1)C1=CC(=CC=C1)O (4-Cyano-4-(3-hydroxyphenyl)-3,4,5,6-tetrahydro-2H-pyran), CC=1N(C=CN1)C1=CC=C(CCl)C=C1 (4-(2-methylimidazol-1-yl)benzylchloride). The product is C(#N)C1(CCOCC1)C1=CC(=CC=C1)OCC1=CC=C(C=C1)N1C(=NC=C1)C (4-Cyano-4-[3-[4-(2-methylimidazol-1-yl)benzyloxy]phenyl]-3,4,5,6-tetrahydro-2H-pyran). Yield: 38.0%. As a reaction SMILES: [C:1]([C:3]1([C:9]2[CH:14]=[CH:13][CH:12]=[C:11]([OH:15])[CH:10]=2)[CH2:8][CH2:7][O:6][CH2:5][CH2:4]1)#[N:2].[CH3:16][C:17]1[N:18]([C:22]2[CH:29]=[CH:28][C:25]([CH2:26]Cl)=[CH:24][CH:23]=2)[CH:19]=[CH:20][N:21]=1>>[C:1]([C:3]1([C:9]2[CH:14]=[CH:13][CH:12]=[C:11]([O:15][CH2:26][C:25]3[CH:24]=[CH:23][C:22]([N:18]4[CH:19]=[CH:20][N:21]=[C:17]4[CH3:16])=[CH:29][CH:28]=3)[CH:10]=2)[CH2:8][CH2:7][O:6][CH2:5][CH2:4]1)#[N:2]. Procedure: 4-Cyano-4-(3-hydroxyphenyl)-3,4,5,6-tetrahydro-2H-pyran was reacted with 4-(2-methylimidazol-1-yl)benzylchloride to give the titled compound in 38% yield as colorless needles according to the procedure described in Example 2H. Reactants: solid, CC1=C(C=CC(=C1)C1=NOC(=N1)C)C1=CC=C(C=C1)C(=O)O (2'-methyl-4'-(5-methyl-1,2,4-oxadiazol-3-yl) biphenyl-4-carboxylic acid), CN(CCCOC1=CC=C(N)C=C1)C (4-(3-dimethylaminopropoxy) aniline), Example 20. The product is CN(CCCOC1=CC=C(C=C1)NC(=O)C1=CC=C(C=C1)C1=C(C=C(C=C1)C1=NOC(=N1)C)C)C (N-[4-(3-Dimethylaminopropoxy)phenyl]-2'-methyl-4'-(5-methyl-1,2,4-oxadiazol-3-yl)biphenyl-4-carboxamide). As a reaction SMILES: [CH3:1][C:2]1[CH:7]=[C:6]([C:8]2[N:12]=[C:11]([CH3:13])[O:10][N:9]=2)[CH:5]=[CH:4][C:3]=1[C:14]1[CH:19]=[CH:18][C:17]([C:20](O)=[O:21])=[CH:16][CH:15]=1.[CH3:23][N:24]([CH3:36])[CH2:25][CH2:26][CH2:27][O:28][C:29]1[CH:35]=[CH:34][C:32]([NH2:33])=[CH:31][CH:30]=1>>[CH3:36][N:24]([CH3:23])[CH2:25][CH2:26][CH2:27][O:28][C:29]1[CH:30]=[CH:31][C:32]([NH:33][C:20]([C:17]2[CH:18]=[CH:19][C:14]([C:3]3[CH:4]=[CH:5][C:6]([C:8]4[N:12]=[C:11]([CH3:13])[O:10][N:9]=4)=[CH:7][C:2]=3[CH3:1])=[CH:15][CH:16]=2)=[O:21])=[CH:34][CH:35]=1. Reported procedure: The title compound was prepared from 2'-methyl-4'-(5-methyl-1,2,4-oxadiazol-3-yl)biphenyl-4-carboxylic acid (EP 0533268 A1) and 4-(3-dimethylaminopropoxy) aniline (D29) using a similar procedure to Example 20 (38%), as an off-white solid mp 162°-165° C. Reaction SMILES: [C:9]([O-:10])(=[O:11])[OH:12].[CH2:25]([Cl:26])[Cl:27].[CH3:1][CH:2]1[CH:3]2[O:4][CH:5]2[CH2:6][C:7]1=[O:8].[Cl:14][c:15]1[cH:16][cH:17][cH:18][c:19]([C:20]([O:21][OH:22])=[O:23])[cH:24]1.[Na+:13]>>[CH3:1][CH:2]1[CH:3]2[O:4][CH:5]2[CH2:6][C:7](=[O:8])[O:10]1. Starting materials: O=C([O-])O, ClCCl, CC1C(=O)CC2OC21, O=C(OO)c1cccc(Cl)c1, [Na+]. The product is CC1OC(=O)CC2OC12. Reactants: O=C([O-])[O-], COc1ccccc1C1CCN(Cc2ccc(=O)[nH]c2)C1, Cc1ccccc1, CC(C)I, [Na+], [Na+]. Yields the product COc1ccccc1C1CCN(Cc2ccc(=O)n(C(C)C)c2)C1. Reaction SMILES: [C:22](=[O:23])([O-:24])[O-:25].[CH3:1][O:2][c:3]1[c:4]([CH:9]2[CH2:10][N:11]([CH2:14][c:15]3[cH:16][cH:17][c:18](=[O:21])[nH:19][cH:20]3)[CH2:12][CH2:13]2)[cH:5][cH:6][cH:7][cH:8]1.[CH3:32][c:33]1[cH:34][cH:35][cH:36][cH:37][cH:38]1.[CH:28]([CH3:29])([CH3:30])[I:31].[Na+:26].[Na+:27]>>[CH3:1][O:2][c:3]1[c:4]([CH:9]2[CH2:10][N:11]([CH2:14][c:15]3[cH:16][cH:17][c:18](=[O:21])[n:19]([CH:28]([CH3:29])[CH3:30])[cH:20]3)[CH2:12][CH2:13]2)[cH:5][cH:6][cH:7][cH:8]1. The reactants are N (ammonia), ClC1=NC(=NC(=C1)Cl)NCCCOC (4,6-dichloro-2-(3-methoxypropylamino)-pyrimidine), ice water. The solvent is O1CCOCC1 (dioxane). Yields the product NC1=NC(=NC(=C1)Cl)NCCCOC (4-Amino-6-chloro-2-(3-methoxypropylamino)-pyrimidine). Yield: 61.6%. Reaction SMILES: [Cl:1][C:2]1[CH:7]=[C:6](Cl)[N:5]=[C:4]([NH:9][CH2:10][CH2:11][CH2:12][O:13][CH3:14])[N:3]=1.[NH3:15]>O1CCOCC1>[NH2:15][C:6]1[CH:7]=[C:2]([Cl:1])[N:3]=[C:4]([NH:9][CH2:10][CH2:11][CH2:12][O:13][CH3:14])[N:5]=1. Procedure details: 10 g (0.042 mole) of 4,6-dichloro-2-(3-methoxypropylamino)-pyrimidine are dissolved in 100 ml of dioxane and 60 ml of aqueous ammonia solution are added. After the reaction mixture has been heated to the boil for four hours, it is mixed with 1 liter of ice water and extracted with methylene chloride. The extract is dried over sodium sulphate and concentrated, and the residue which remains is boiled up with white spirit, filtered off and dried. 5.6 g (61.6% of theory) of the desired pyrimidine, m... The reactants are CCN=C=NCCCN(C)C (WSC), C1(CC1)CC1=C(N=NN1C1=CC=C(C=C1)C(=O)NCC)C(=O)O (5-(Cyclopropylmethyl)-1-{4-[(ethylamino)carbonyl]phenyl}-1H-1,2,3-triazole-4-carboxylic acid), C=1C=CC2=C(C1)N=NN2O (HOBt), C1(CC1)N (cyclopropylamine). Run in C(C)#N.CN(C)C=O (acetonitrile DMF). Run at time 2.5 hour. Yields the product C1(CC1)NC(=O)C=1N=NN(C1CC1CC1)C1=CC=C(C=C1)C(=O)NCC (N-cyclopropyl-5-(cyclopropylmethyl)-1-{4-[(ethylamino)carbonyl]phenyl}-1H-1,2,3-triazole-4-carboxamide). Yield: 183.8%. RXN SMILES: [CH:1]1([CH2:4][C:5]2[N:9]([C:10]3[CH:15]=[CH:14][C:13]([C:16]([NH:18][CH2:19][CH3:20])=[O:17])=[CH:12][CH:11]=3)[N:8]=[N:7][C:6]=2[C:21](O)=[O:22])[CH2:3][CH2:2]1.C1C=C[C:27]2N(O)N=[N:30][C:28]=2[CH:29]=1.C1(N)CC1.CCN=C=NCCCN(C)C>C(#N)C.CN(C=O)C>[CH:28]1([NH:30][C:21]([C:6]2[N:7]=[N:8][N:9]([C:10]3[CH:15]=[CH:14][C:13]([C:16]([NH:18][CH2:19][CH3:20])=[O:17])=[CH:12][CH:11]=3)[C:5]=2[CH2:4][CH:1]2[CH2:3][CH2:2]2)=[O:22])[CH2:29][CH2:27]1 |f:4.5|. Procedure: 5-(Cyclopropylmethyl)-1-{4-[(ethylamino)carbonyl]phenyl}-1H-1,2,3-triazole-4-carboxylic acid (503 mg, 1.60 mmol) obtained in Example 96b), HOBt (109 mg, 0.800 mmol, 0.5 eq.) and cyclopropylamine (0.149 ml, 2.08 mmol, 1.3 eq.) were dissolved in acetonitrile-DMF (2:1, 8 ml), WSC (376 mg, 1.92 mmol, 1.2 eq.) was added, and the mixture was stirred at room temperature for 2.5 hr. The reaction mixture was concentrated, and the residue was diluted with ethyl acetate (50 ml) and washed with 2% aqueous s...